describe an organic reaction: reactants, conditions, products, and yield From a dataset of the Open Reaction Database (ORD), a public repository of structured organic reaction records. Isolated yield 77.9%. Conditions: time 16 hour. Product: C(#N)C1=C(C(=C(C(=O)N[C@H]2[C@@H](CCCC2)O)C=C1CC1=CC=C(C=C1)N1N=CC=C1)C=C)C (rac-4-cyano-2-ethenyl-N-(trans-2-hydroxycyclohexyl)-3-methyl-5-[4-(1H-pyrazol-1-yl)benzyl]benzamide). Procedure: To a solution of 4-cyano-2-ethenyl-3-methyl-5-[4-(1H-pyrazol-1-yl)benzyl]benzoic acid (0.10 g), trans-2-aminocyclohexanol hydrochloride (0.06 g), 1-hydroxybenzotriazole (0.06 g) and 1-(3-dimethylaminopropyl)-3-ethylcarbodiimide hydrochloride (0.08 g) in dichloromethane (5.00 mL) was added triethylamine (0.11 g), and the mixture was stirred for 16 hr. The reaction mixture was poured into 1N hydrochloric acid, and the mixture was extracted with ethyl acetate. The organic layer was washed with 1N h... Reaction SMILES: [C:1]([C:3]1[C:11]([CH2:12][C:13]2[CH:18]=[CH:17][C:16]([N:19]3[CH:23]=[CH:22][CH:21]=[N:20]3)=[CH:15][CH:14]=2)=[CH:10][C:6]([C:7]([OH:9])=O)=[C:5]([CH:24]=[CH2:25])[C:4]=1[CH3:26])#[N:2].Cl.[NH2:28][C@@H:29]1[CH2:34][CH2:33][CH2:32][CH2:31][C@H:30]1[OH:35].ON1C2C=CC=CC=2N=N1.Cl.CN(C)CCCN=C=NCC.Cl>ClCCl.C(N(CC)CC)C>[C:1]([C:3]1[C:11]([CH2:12][C:13]2[CH:14]=[CH:15][C:16]([N:19]3[CH:23]=[CH:22][CH:21]=[N:20]3)=[CH:17][CH:18]=2)=[CH:10][C:6]([C:7]([NH:28][C@@H:29]2[CH2:34][CH2:33][CH2:32][CH2:31][C@H:30]2[OH:35])=[O:9])=[C:5]([CH:24]=[CH2:25])[C:4]=1[CH3:26])#[N:2] |f:1.2,4.5|. Reactants: Cl (hydrochloric acid), C(#N)C1=C(C(=C(C(=O)O)C=C1CC1=CC=C(C=C1)N1N=CC=C1)C=C)C (4-cyano-2-ethenyl-3-methyl-5-[4-(1H-pyrazol-1-yl)benzyl]benzoic acid), Cl.N[C@H]1[C@@H](CCCC1)O (trans-2-aminocyclohexanol hydrochloride), ON1N=NC2=C1C=CC=C2 (1-hydroxybenzotriazole), Cl.CN(CCCN=C=NCC)C (1-(3-dimethylaminopropyl)-3-ethylcarbodiimide hydrochloride). Solvent: ClCCl (dichloromethane), C(C)N(CC)CC (triethylamine). Reactants: BrC1=CC=C(C#N)C=C1 (4-bromobenzonitrile), [Br-].[NH4+] (ammonium bromide), N (ammonia). Yields the product Br.BrC1=CC=C(C=C1)C(N)=N (4-Bromobenzenecarboximidamide hydrobromide). Reaction SMILES: [Br:1][C:2]1[CH:9]=[CH:8][C:5]([C:6]#[N:7])=[CH:4][CH:3]=1.[Br-].[NH4+:11].N>>[BrH:1].[Br:1][C:2]1[CH:9]=[CH:8][C:5]([C:6](=[NH:11])[NH2:7])=[CH:4][CH:3]=1 |f:1.2,4.5|. Reported procedure: In an autoclave, 4-bromobenzonitrile (36.4 g, 200 mmol), ammonium bromide (39.2 g, 400 mmol) and ammonia gas (34.0 g, 2 mol) are heated to 140-150° C. under autogenous pressure for 9 h. The contents of the autoclave are concentrated and extracted by stirring with ethanol. The residue is filtered off and extracted again by stirring with ethanol. The extracts are combined and concentrated to about 100 ml. The precipitated solid is filtered off with suction, washed with ethanol and dried. The reactants are [N+](=O)([O-])C1=CC=C(C=C1)S(=O)(=O)OC1=CC=C2C(C(=CN3CCCC1=C23)C(=O)O)=O (8-(p-nitrobenzenesulfonyloxy)-6,7-dihydro-1-oxo-1H,5H-benzo[ij]quinolizine-2-carboxylic acid), N1CCNCC1 (piperazine). The solvent is CS(=O)C (dimethyl sulfoxide). Yields the product N1(CCNCC1)C1=CC=C2C(C(=CN3CCCC1=C23)C(=O)O)=O (8-(1-piperazinyl)-6,7-dihydro-1-oxo-1H,5H-benzo[ij]quinolizine-2-carboxylic acid). Yield: 14.4%. Reaction SMILES: [N+](C1C=CC(S(O[C:14]2[C:25]3=[C:26]4[N:21]([CH2:22][CH2:23][CH2:24]3)[CH:20]=[C:19]([C:27]([OH:29])=[O:28])[C:18](=[O:30])[C:17]4=[CH:16][CH:15]=2)(=O)=O)=CC=1)([O-])=O.[NH:31]1[CH2:36][CH2:35][NH:34][CH2:33][CH2:32]1>CS(C)=O>[N:31]1([C:14]2[C:25]3=[C:26]4[N:21]([CH2:22][CH2:23][CH2:24]3)[CH:20]=[C:19]([C:27]([OH:29])=[O:28])[C:18](=[O:30])[C:17]4=[CH:16][CH:15]=2)[CH2:36][CH2:35][NH:34][CH2:33][CH2:32]1. Procedure: 20.0 g of 8-(p-nitrobenzenesulfonyloxy)-6,7-dihydro-1-oxo-1H,5H-benzo[ij]quinolizine-2-carboxylic acid and 12.9 g of piperazine were added to 200 ml of anhydrous dimethyl sulfoxide and the mixture was heated in an autoclave under flow of nitrogen at 10 atm. at a temperature of 150° to 160° C. for 17 hours while stirring. Treatment in an analogous manner as in Example 15 gave 2.1 g of 8-(1-piperazinyl)-6,7-dihydro-1-oxo-1H,5H-benzo[ij]quinolizine-2-carboxylic acid as white needles having a meltin...